From a dataset of the Open Reaction Database (ORD), a public repository of structured organic reaction records. describe an organic reaction: reactants, conditions, products, and yield The reactants are FC1=C(C=C2CCC(N(C2=C1)C)=O)S (7-fluoro-6-mercapto-1-methyl-1,2,3,4-tetrahydroquinolin-2-one), O[C@]1(C[C@@H](OCC1)C)C1=CC(=CC=C1)I ((2S,4R)-4-hydroxy-4-(3-iodophenyl)-2-methyltetrahydropyran). Reaction SMILES: [F:1][C:2]1[CH:11]=[C:10]2[C:5]([CH2:6][CH2:7][C:8](=[O:13])[N:9]2[CH3:12])=[CH:4][C:3]=1[SH:14].[OH:15][C@:16]1([C:23]2[CH:28]=[CH:27][CH:26]=[C:25](I)[CH:24]=2)[CH2:21][CH2:20][O:19][C@@H:18]([CH3:22])[CH2:17]1>>[F:1][C:2]1[CH:11]=[C:10]2[C:5]([CH2:6][CH2:7][C:8](=[O:13])[N:9]2[CH3:12])=[CH:4][C:3]=1[S:14][C:27]1[CH:28]=[C:23]([C@@:16]2([OH:15])[CH2:21][CH2:20][O:19][C@@H:18]([CH3:22])[CH2:17]2)[CH:24]=[CH:25][CH:26]=1. The product is FC1=C(C=C2CCC(N(C2=C1)C)=O)SC=1C=C(C=CC1)[C@@]1(C[C@@H](OCC1)C)O ((2S,4R)-4-[3-(7-fluoro-1-methyl-2-oxo-1,2,3,4-tetrahydroquinolin-6-ylthio)phenyl]-4-hydroxy-2-methyltetrahydropyran). The yield is 55.0%. Reported procedure: Using an analogous procedure to that described in Example 6, 7-fluoro-6-mercapto-1-methyl-1,2,3,4-tetrahydroquinolin-2-one was reacted with (2S,4R)-4-hydroxy-4-(3-iodophenyl)-2-methyltetrahydropyran to give (2S,4R)-4-[3-(7-fluoro-1-methyl-2-oxo-1,2,3,4-tetrahydroquinolin-6-ylthio)phenyl]-4-hydroxy-2-methyltetrahydropyran in 55% yield, m.p. 90-92° C. (recrystallised from diethyl ether);